Dataset: the Open Reaction Database (ORD), a public repository of structured organic reaction records. Task: describe an organic reaction: reactants, conditions, products, and yield The reactants are NOCC1=CC=C(C=C1)CCC=1N=C(SC1)NC(C)=O (N-[4-(2-{4-[(Aminooxy)methyl]phenyl}ethyl)-1,3-thiazol-2-yl]acetamide), C=O (formaldehyde). The solvent is CO (methanol). Reaction conditions: time 6 hour. The product is C=NOCC1=CC=C(C=C1)CCC=1N=C(SC1)NC(C)=O (N-{4-[2-(4-{[(methyleneamino)oxy]methyl}-phenyl)ethyl]-1,3-thiazol-2-yl}acetamide). As a reaction SMILES: [NH2:1][O:2][CH2:3][C:4]1[CH:9]=[CH:8][C:7]([CH2:10][CH2:11][C:12]2[N:13]=[C:14]([NH:17][C:18](=[O:20])[CH3:19])[S:15][CH:16]=2)=[CH:6][CH:5]=1.[CH2:21]=O>CO>[CH2:21]=[N:1][O:2][CH2:3][C:4]1[CH:9]=[CH:8][C:7]([CH2:10][CH2:11][C:12]2[N:13]=[C:14]([NH:17][C:18](=[O:20])[CH3:19])[S:15][CH:16]=2)=[CH:6][CH:5]=1. Procedure details: N-[4-(2-{4-[(Aminooxy)methyl]phenyl}ethyl)-1,3-thiazol-2-yl]acetamide (30 mg) prepared in a similar manner according to Production Example 16, 37% formaldehyde (8 μl) and dry methanol (1 ml) were combined under nitrogen atmosphere. The reaction mixture was stirred at room temperature for 6 hours and concentrated in vacuo. The residue was purified by preparative silica gel column chromatography with chloroform/methanol (20:1) as an eluent, and triturated with ethyl ether to give N-{4-[2-(4-{[(met... Reactants: BrC1=NC=CC(=C1)OC (2-bromo-4-methoxypyridine), FC1=CC=C(C=C1)B(O)O (4-fluorophenylboronic acid), aqueous solution, C([O-])([O-])=O.[Na+].[Na+] (sodium carbonate). Reagents/catalysts: [Pd].C1(=CC=CC=C1)P(C1=CC=CC=C1)C1=CC=CC=C1.C1(=CC=CC=C1)P(C1=CC=CC=C1)C1=CC=CC=C1.C1(=CC=CC=C1)P(C1=CC=CC=C1)C1=CC=CC=C1.C1(=CC=CC=C1)P(C1=CC=CC=C1)C1=CC=CC=C1 (tetrakis(triphenylphosphine)-palladium). Run in COCCOC (1,2-dimethoxyethane), C(C)(=O)OCC (ethyl acetate). Reaction conditions: temperature 80 celsius, time 4 hour. Yields the product COC1=CC(=NC=C1)C1=CC=C(C=C1)F (4-(4-methoxypyridin-2-yl)fluorobenzene). The yield is 85.2%. As a reaction SMILES: Br[C:2]1[CH:7]=[C:6]([O:8][CH3:9])[CH:5]=[CH:4][N:3]=1.[F:10][C:11]1[CH:16]=[CH:15][C:14](B(O)O)=[CH:13][CH:12]=1.C(=O)([O-])[O-].[Na+].[Na+]>COCCOC.C(OCC)(=O)C.[Pd].C1(P(C2C=CC=CC=2)C2C=CC=CC=2)C=CC=CC=1.C1(P(C2C=CC=CC=2)C2C=CC=CC=2)C=CC=CC=1.C1(P(C2C=CC=CC=2)C2C=CC=CC=2)C=CC=CC=1.C1(P(C2C=CC=CC=2)C2C=CC=CC=2)C=CC=CC=1>[CH3:9][O:8][C:6]1[CH:5]=[CH:4][N:3]=[C:2]([C:14]2[CH:15]=[CH:16][C:11]([F:10])=[CH:12][CH:13]=2)[CH:7]=1 |f:2.3.4,7.8.9.10.11|. Procedure: To a suspension of 2-bromo-4-methoxypyridine (0.94 g), 4-fluorophenylboronic acid (909 mg) and tetrakis(triphenylphosphine)-palladium (289 mg) in 1,2-dimethoxyethane (20 ml) was added 2M aqueous solution of sodium carbonate (6.5 ml). The mixture was stirred at 80° C. for 4 hours under a nitrogen atmosphere, then cooled to room temperature and diluted with ethyl acetate. The organic layer was separated, washed with water and brine and dried over sodium sulfate. The solvent was evaporated under re... Reactants: 4,1-[1-(3′-methoxy-1,1′-biphenyl-4-yl)-2-piperazin-1-ylethyl]cyclohexanol dihydrochloride, OC1(CCCCC1)C(CN1CCN(CC1)C(=O)OC(C)(C)C)C1=CC=C(C=C1)C1=CC(=CC=C1)OC (tert-butyl 4-[2-(1-hydroxycyclohexyl)-2-(3′-methoxy-1,1′-biphenyl-4-yl)ethyl]piperazine-1-carboxylate), Cl (HCl). The product is Cl.Cl.COC=1C=C(C=CC1)C1=CC=C(C=C1)C(CN1CCNCC1)C1(CCCCC1)O (1-[1-(3′-methoxy-1,1′-biphenyl-4-yl)-2-piperazin-1-ylethyl]cyclohexanol dihydrochloride). RXN SMILES: [OH:1][C:2]1([CH:8]([C:23]2[CH:28]=[CH:27][C:26]([C:29]3[CH:34]=[CH:33][CH:32]=[C:31]([O:35][CH3:36])[CH:30]=3)=[CH:25][CH:24]=2)[CH2:9][N:10]2[CH2:15][CH2:14][N:13](C(OC(C)(C)C)=O)[CH2:12][CH2:11]2)[CH2:7][CH2:6][CH2:5][CH2:4][CH2:3]1.[ClH:37]>>[ClH:37].[ClH:37].[CH3:36][O:35][C:31]1[CH:30]=[C:29]([C:26]2[CH:25]=[CH:24][C:23]([CH:8]([C:2]3([OH:1])[CH2:7][CH2:6][CH2:5][CH2:4][CH2:3]3)[CH2:9][N:10]3[CH2:11][CH2:12][NH:13][CH2:14][CH2:15]3)=[CH:28][CH:27]=2)[CH:34]=[CH:33][CH:32]=1 |f:2.3.4|. Procedure details: In an analogous manner to Example 135, step 4,1-[1-(3′-methoxy-1,1′-biphenyl-4-yl)-2-piperazin-1-ylethyl]cyclohexanol dihydrochloride was prepared from tert-butyl 4-[2-(1-hydroxycyclohexyl)-2-(3′-methoxy-1,1′-biphenyl-4-yl)ethyl]piperazine-1-carboxylate. MS (ES) m/z 395.4 ([M+H]+); HRMS: calcd for C25H34N2O2.2.00 HCl, 466.2154; found (ESI), 395.2697.